This data is from the Open Reaction Database (ORD), a public repository of structured organic reaction records. The task is: describe an organic reaction: reactants, conditions, products, and yield Starting materials: [Li]CCCC, CN(C)C=O, CC(C)NC(C)C, CC(C)[N-]C(C)C, Clc1ccccn1, [Li+], C1CCOC1. Product: O=Cc1cccnc1Cl. RXN SMILES: [CH2:9]([Li:10])[CH2:11][CH2:12][CH3:13].[CH3:28][N:29]([CH:30]=[O:31])[CH3:32].[CH:14]([NH:15][CH:16]([CH3:17])[CH3:18])([CH3:19])[CH3:20].[CH:1]([N-:2][CH:3]([CH3:4])[CH3:5])([CH3:6])[CH3:7].[Cl:21][c:22]1[cH:23][cH:24][cH:25][cH:26][n:27]1.[Li+:8].[O:33]1[CH2:34][CH2:35][CH2:36][CH2:37]1>>[Cl:21][c:22]1[c:23]([CH:30]=[O:31])[cH:24][cH:25][cH:26][n:27]1. Procedure: Sodium methoxide (0.54 g) was added to a mixture of 2-imino-1,3-dimethylbenzimidazole hydroiodide (3.135 g) in ethanol (10 ml) and brought to reflux, with stirring. Phenylisothiocyanate (1.635 g) in toluene (5 ml) was added to the mixture over 10 minutes and the resulting mixture heated under reflux, with stirring, for 1 hour then cooled in ice. Filtration, washing with ethanol and water and drying gave analytically pure product, mpt 245° C. Starting materials: C[O-].[Na+] (Sodium methoxide), I.N=C1N(C2=C(N1C)C=CC=C2)C (2-imino-1,3-dimethylbenzimidazole hydroiodide), C1(=CC=CC=C1)N=C=S (Phenylisothiocyanate). The solvent is C(C)O (ethanol), C1(=CC=CC=C1)C (toluene). Yields the product CN1C(N(C2=C1C=CC=C2)C)=NC(=S)NC2=CC=CC=C2 (1-(1,3-dimethylbenzimidazolin-2-ylidene)-3-phenyl-2-thiourea). As a reaction SMILES: C[O-].[Na+].I.[NH:5]=[C:6]1[N:10]([CH3:11])[C:9]2[CH:12]=[CH:13][CH:14]=[CH:15][C:8]=2[N:7]1[CH3:16].[C:17]1([N:23]=[C:24]=[S:25])[CH:22]=[CH:21][CH:20]=[CH:19][CH:18]=1>C(O)C.C1(C)C=CC=CC=1>[CH3:11][N:10]1[C:9]2[CH:12]=[CH:13][CH:14]=[CH:15][C:8]=2[N:7]([CH3:16])[C:6]1=[N:5][C:24]([NH:23][C:17]1[CH:22]=[CH:21][CH:20]=[CH:19][CH:18]=1)=[S:25] |f:0.1,2.3|.